The task is: describe an organic reaction: reactants, conditions, products, and yield. This data is from the Open Reaction Database (ORD), a public repository of structured organic reaction records. Reagents/catalysts: [Ni](I)I (Nickel (II) iodide). Reaction conditions: temperature 80 celsius. Yields the product O1CC(C1)C1=CC=C(C=C1)NC(C)=O (N-(4-(oxetan-3-yl)phenyl)acetamide). Starting materials: N[C@H]1[C@@H](CCCC1)O (trans-2-aminocyclohexanol), C[Si](N[Si](C)(C)C)(C)C.[Na] (Sodium hexamethyldisilazane), C(C)(C)O (Isopropyl alcohol), IC1COC1 (3-iodooxetane), C(C)(C)O (isopropyl alcohol). Run in CCO (EtOH). As a reaction SMILES: [NH2:1][C@@H:2]1[CH2:7][CH2:6][CH2:5][CH2:4][C@H:3]1O.C[Si](C)(C)N[Si](C)(C)C.[Na].I[CH:20]1[CH2:23][O:22][CH2:21]1.[CH:24]([OH:27])(C)[CH3:25]>CCO.[Ni](I)I>[O:22]1[CH2:23][CH:20]([C:5]2[CH:6]=[CH:7][C:2]([NH:1][C:24](=[O:27])[CH3:25])=[CH:3][CH:4]=2)[CH2:21]1 |f:1.2,^1:17|. Procedure details: (4-Acetamidophenyeboronic acid {670 mg, 3.7 mmol), Nickel (II) iodide (35 mg, 0.11 mmol), trans-2-aminocyclohexanol (17 mg, 0.11 mmol), and Sodium hexamethyldisilazane (690 mg, 3.7 mmol) were weighed into a microwave reaction vial. A septum was placed over the top, nitrogen was purged and Isopropyl alcohol (5.7 ml, 75 mmol) was added. The vial was purged with nitrogen for 10 minutes and 3-iodooxetane (344 mg, 1.87 mmol) was added in 0.75 ml isopropyl alcohol. The septum was replaced with a micro... Reagents/catalysts: C(C)(=O)[O-].[Pd+2].C(C)(=O)[O-] (palladium acetate), COC=1C=CC=C(C1C=2C=CC=CC2P(C3CCCCC3)C4CCCCC4)OC (S-Phos). Reported procedure: To a DMF solution (5.0 ml) of 4-bromo-2-methyl-1-nitro-benzene (500 mg), palladium acetate (10.4 mg), S-Phos (38.0 mg) and potassium phosphate (983 mg), phenylboronic acid-pinacol ester (496 mg) was added, and then the mixture was degassed under ultrasonic irradiation. After the mixture was stirred at 100° C. for 18 hours, water (20 ml) was added, followed by extraction with ethyl acetate (20 ml×2), and the organic layer was dried over sodium sulfate. After the sodium sulfate was filtered off, t... The product is CC1=C(C=C(C=C1)C1=CC=CC=C1)[N+](=O)[O-] (4-Methyl-3-nitro-biphenyl). Run at temperature 100 celsius, time 18 hour. RXN SMILES: Br[C:2]1[CH:7]=[CH:6][C:5]([N+:8]([O-:10])=[O:9])=[C:4]([CH3:11])[CH:3]=1.P([O-])([O-])([O-])=O.[K+].[K+].[K+]>C([O-])(=O)C.[Pd+2].C([O-])(=O)C.COC1C=CC=C(OC)C=1C1C=CC=CC=1P(C1CCCCC1)C1CCCCC1.CN(C=O)C>[CH3:11][C:4]1[CH:3]=[CH:2][C:7]([C:2]2[CH:7]=[CH:6][CH:5]=[CH:4][CH:3]=2)=[CH:6][C:5]=1[N+:8]([O-:10])=[O:9] |f:1.2.3.4,5.6.7|. The yield is 185.2%. The solvent is CN(C)C=O (DMF). Starting materials: BrC1=CC(=C(C=C1)[N+](=O)[O-])C (4-bromo-2-methyl-1-nitro-benzene), P(=O)([O-])([O-])[O-].[K+].[K+].[K+] (potassium phosphate), phenylboronic acid pinacol ester.